Dataset: the Open Reaction Database (ORD), a public repository of structured organic reaction records. Task: describe an organic reaction: reactants, conditions, products, and yield The reactants are Cc1ccc(C(=O)O)cc1C, O=S(Cl)Cl. Yields the product Cc1ccc(C(=O)Cl)cc1C. As a reaction SMILES: [CH3:5][c:6]1[cH:7][c:8]([C:9](=[O:10])[OH:11])[cH:12][cH:13][c:14]1[CH3:15].[S:1]([Cl:2])([Cl:3])=[O:4]>>[Cl:3][C:9]([c:8]1[cH:7][c:6]([CH3:5])[c:14]([CH3:15])[cH:13][cH:12]1)=[O:10]. Reactants: OC1=C(C2=CC=CC=C2C(=C1)C1=CC=C(C=C1)O)C(C)=O (1-[2-hydroxy-4-(4-hydroxyphenyl)napthalen-1-yl]ethanone), NN (hydrazine). The solvent is C(COCCO)O (diethylene glycol). Conditions: time 2 hour. The product is CC1=NNC=2C=C(C3=C(C12)C=CC=C3)C3=CC=C(C=C3)O (4-(1-methyl-3H-benzo[e]indazol-5-yl)phenol). The yield is 60.1%. Reaction SMILES: O[C:2]1[CH:11]=[C:10]([C:12]2[CH:17]=[CH:16][C:15]([OH:18])=[CH:14][CH:13]=2)[C:9]2[C:4](=[CH:5][CH:6]=[CH:7][CH:8]=2)[C:3]=1[C:19](=O)[CH3:20].[NH2:22][NH2:23]>C(O)COCCO>[CH3:20][C:19]1[C:3]2[C:4]3[CH:5]=[CH:6][CH:7]=[CH:8][C:9]=3[C:10]([C:12]3[CH:17]=[CH:16][C:15]([OH:18])=[CH:14][CH:13]=3)=[CH:11][C:2]=2[NH:23][N:22]=1. Reported procedure: A solution of 1-[2-hydroxy-4-(4-hydroxyphenyl)napthalen-1-yl]ethanone (0.223 g, 0.8 mmol), and 35% aqueous hydrazine (0.72 mL, 8.0 mmol) in diethylene glycol (2.7 mL) was heated using a reflux condenser in a 170° C. oil bath for 12 h, then 190° C. for 2 h until 95% complete conversion was observed. The crude solution was purified directly via preparative reverse phase HPLC (CH3CN/H2O/TFA eluent) to give 0.132 g (60% yield) of 4-(1-methyl-3H-benzo[e]indazol-5-yl)phenol. 1H NMR (400 MHz, d6-DMSO):...